From a dataset of the Open Reaction Database (ORD), a public repository of structured organic reaction records. describe an organic reaction: reactants, conditions, products, and yield Starting materials: CC(=O)O[BH-](OC(C)=O)OC(C)=O, COc1ccc2ccc(=O)n(CC=O)c2c1, CO, ClCCl, [Na+], [Na+], [Na+], O=C([O-])[O-], O=C(NCC1CNCC1O)OCc1ccccc1. Yields the product COc1ccc2ccc(=O)n(CCN3CC(O)C(CNC(=O)OCc4ccccc4)C3)c2c1. Reaction SMILES: [C:41]([O:42][BH-:43]([O:44][C:45](=[O:46])[CH3:47])[O:48][C:49](=[O:50])[CH3:51])(=[O:52])[CH3:53].[CH3:19][O:20][c:21]1[cH:22][cH:23][c:24]2[cH:25][cH:26][c:27](=[O:34])[n:28]([CH2:31][CH:32]=[O:33])[c:29]2[cH:30]1.[CH3:58][OH:59].[Cl:55][CH2:56][Cl:57].[Na+:35].[Na+:36].[Na+:54].[O-:37][C:38](=[O:39])[O-:40].[OH:1][CH:2]1[CH:3]([CH2:7][NH:8][C:9]([O:10][CH2:11][c:12]2[cH:13][cH:14][cH:15][cH:16][cH:17]2)=[O:18])[CH2:4][NH:5][CH2:6]1>>[OH:1][CH:2]1[CH:3]([CH2:7][NH:8][C:9]([O:10][CH2:11][c:12]2[cH:13][cH:14][cH:15][cH:16][cH:17]2)=[O:18])[CH2:4][N:5]([CH2:32][CH2:31][n:28]2[c:27](=[O:34])[cH:26][cH:25][c:24]3[cH:23][cH:22][c:21]([O:20][CH3:19])[cH:30][c:29]32)[CH2:6]1. The reactants are C([O-])([O-])=O.[Na+].[Na+] (sodium carbonate), resultant mixture, ClC1=C(C=C(C(=O)NC2=CC(=CC(=C2)N2CCOCC2)F)C=C1)NC(C1=C(C=CC(=C1)N1CCN(CC1)C)[N+](=O)[O-])=O (4-chloro-N-(3-fluoro-5-morpholinophenyl)-3-[5-(4-methylpiperazin-1-yl)-2-nitrobenzamido]benzamide), C(C)(=O)O (acetic acid). The reagents and catalysts are [Fe] (Iron). The solvent is O (Water), C(C)O (ethanol), O (water). Yields the product NC1=C(C(=O)NC=2C=C(C(=O)NC3=CC(=CC(=C3)N3CCOCC3)F)C=CC2Cl)C=C(C=C1)N1CCN(CC1)C (3-[2-amino-5-(4-methylpiperazin-1-yl)benzamido]-4-chloro-N-(3-fluoro-5-morpholinophenyl)benzamide). The yield is 53.3%. As a reaction SMILES: [Cl:1][C:2]1[CH:23]=[CH:22][C:5]([C:6]([NH:8][C:9]2[CH:14]=[C:13]([N:15]3[CH2:20][CH2:19][O:18][CH2:17][CH2:16]3)[CH:12]=[C:11]([F:21])[CH:10]=2)=[O:7])=[CH:4][C:3]=1[NH:24][C:25](=[O:42])[C:26]1[CH:31]=[C:30]([N:32]2[CH2:37][CH2:36][N:35]([CH3:38])[CH2:34][CH2:33]2)[CH:29]=[CH:28][C:27]=1[N+:39]([O-])=O.C(O)(=O)C.C(=O)([O-])[O-].[Na+].[Na+]>[Fe].O.C(O)C>[NH2:39][C:27]1[CH:28]=[CH:29][C:30]([N:32]2[CH2:37][CH2:36][N:35]([CH3:38])[CH2:34][CH2:33]2)=[CH:31][C:26]=1[C:25]([NH:24][C:3]1[CH:4]=[C:5]([CH:22]=[CH:23][C:2]=1[Cl:1])[C:6]([NH:8][C:9]1[CH:14]=[C:13]([N:15]2[CH2:20][CH2:19][O:18][CH2:17][CH2:16]2)[CH:12]=[C:11]([F:21])[CH:10]=1)=[O:7])=[O:42] |f:2.3.4|. Reported procedure: Iron powder (0.726 g) was added to a stirred suspension of 4-chloro-N-(3-fluoro-5-morpholinophenyl)-3-[5-(4-methylpiperazin-1-yl)-2-nitrobenzamido]benzamide (0.76 g), water (2 ml), acetic acid (0.5 ml) and ethanol (15 ml) and the resultant mixture was stirred and heated to reflux for 1 hour. The mixture was cooled to ambient temperature. Water (80 ml) was added and the mixture was basified by the addition of sodium carbonate. The resultant mixture was filtered through diatomaceous earth and the ...